Dataset: the Open Reaction Database (ORD), a public repository of structured organic reaction records. Task: describe an organic reaction: reactants, conditions, products, and yield Reactants: C(C)(C)(C)OC(=O)N1CCN(CC1)S(=O)(=O)C#CC1=CC=C(C=C1)Cl (1-(tert-Butoxycarbonyl)-4-[2-(4-chlorophenyl)ethynesulfonyl]piperazine), Cl (hydrochloric acid). Solvent: C(C)(=O)OCC (ethyl acetate). Product: Cl.ClC1=CC=C(C=C1)C#CS(=O)(=O)N1CCNCC1 (1-[2-(4-Chlorophenyl)ethynesulfonyl]piperazine hydrochloride). The yield is 182.1%. As a reaction SMILES: C(OC([N:8]1[CH2:13][CH2:12][N:11]([S:14]([C:17]#[C:18][C:19]2[CH:24]=[CH:23][C:22]([Cl:25])=[CH:21][CH:20]=2)(=[O:16])=[O:15])[CH2:10][CH2:9]1)=O)(C)(C)C.Cl>C(OCC)(=O)C>[ClH:25].[Cl:25][C:22]1[CH:23]=[CH:24][C:19]([C:18]#[C:17][S:14]([N:11]2[CH2:10][CH2:9][NH:8][CH2:13][CH2:12]2)(=[O:16])=[O:15])=[CH:20][CH:21]=1 |f:3.4|. Procedure details: 1-(tert-Butoxycarbonyl)-4-[2-(4-chlorophenyl)ethynesulfonyl]piperazine (500 mg) was treated with 4N hydrochloric acid in ethyl acetate to give a colorless solid of the title compound (380 mg). The reactants are C(C)(=O)C1=CC=C(S1)C(=O)O (5-acetylthiophene-2-carboxylic acid), CCN=C=NCCCN(C)C (EDCI), C=1C=CC2=C(C1)N=NN2O (HOBt), Cl.CNOC (N,O-dimethylhydroxylamine hydrochloride), CN1CCOCC1 (4-methylmorpholine). Solvent: O (Water), CC(=O)N(C)C (DMA). Run at temperature 25 celsius, time 16 hour. The product is C(C)(=O)C1=CC=C(S1)C(=O)N(C)OC (5-Acetyl-N-methoxy-N-methylthiophene-2-carboxamide). Yield: 86.1%. RXN SMILES: [C:1]([C:4]1[S:8][C:7]([C:9]([OH:11])=O)=[CH:6][CH:5]=1)(=[O:3])[CH3:2].CCN=C=NCCCN(C)C.C1C=CC2N(O)N=NC=2C=1.Cl.[CH3:34][NH:35][O:36][CH3:37].CN1CCOCC1>CC(N(C)C)=O.O>[C:1]([C:4]1[S:8][C:7]([C:9]([N:35]([O:36][CH3:37])[CH3:34])=[O:11])=[CH:6][CH:5]=1)(=[O:3])[CH3:2] |f:3.4|. Reported procedure: A solution of 5-acetylthiophene-2-carboxylic acid (5 g, 0.0294 mol) in DMA (80 mL) was treated with EDCI (8.47 g, 0.044 mol), HOBt (3.97 g, 0.044 mol), N,O-dimethylhydroxylamine hydrochloride (5.7 g, 0.059 mol) and 4-methylmorpholine (16.14 mL, 0.147 mol). The resulting thick mixture was stirred at 25° C. for 16 h. Water (250 mL) was added and the mixture was extracted with 1:1 EtOAc/ether (2×200 mL). The combined extracts were washed with 1N HCl (150 mL), water (3×200 mL), saturated NaHCO3 (150... Starting materials: steel, C(C(C)C)OC=C (isobutylvinylether), C(=O)C=C (acrolein). The reagents and catalysts are C(C)(C)(C)C1=C(C(=C(C=C1)C)O)C(C)(C)C (di-t-butylhydroxytoluene). Run at time 16 hour. The product is C(C(C)C)OC1OC=CCC1 (DHIBP). The yield is 88.0%. RXN SMILES: [CH2:1]([O:5][CH:6]=[CH2:7])[CH:2]([CH3:4])[CH3:3].[CH:8]([CH:10]=[CH2:11])=[O:9]>C(C1C=CC(C)=C(O)C=1C(C)(C)C)(C)(C)C>[CH2:1]([O:5][CH:6]1[CH2:7][CH2:11][CH:10]=[CH:8][O:9]1)[CH:2]([CH3:4])[CH3:3]. Procedure details: In a 50 L-volume autoclave made of stainless-steel, 16.22 kg of isobutylvinylether (IBVE), 6.97 kg of acrolein (ACR) and 0.08 kg of di-t-butylhydroxytoluene (BHT) were placed and the inside of the reactor was purged with nitrogen. The pressure was increased to 3 MPa with nitrogen and reaction was performed at 135° C. for 16 hours. The yield of 3,4-dihydro-2-isobutoxy-2H-pyran (DHIBP) was 94% (with ACR used as standard). The reaction solution was subjected to distillation, to thereby obtain 17.1 ... Starting materials: [I-].[Li+] (lithium iodide), C(=O)(OCC)C1=CC(N=C2N1C1=C(C(=NC2)C2=CC=C(C=C2)F)C(=CC(=C1)C)C)=O (1-carboethoxy-8,10-dimethyl-7-(p-fluorophenyl)pyrimido[1,2-a][1,4]benzodiazepin-3(5H)-one). Solvent: N1=CC=CC=C1 (pyridine). Product: CC1=CC(=CC2=C1C(=NCC=1N2C=CC(N1)=O)C1=CC=C(C=C1)F)C (8,10-dimethyl-7-(p-fluorophenyl)pyrimido[1,2-a][1,4]benzodiazepin-3(5H)-one). As a reaction SMILES: C([C:6]1[N:11]2[C:12]3[CH:27]=[C:26]([CH3:28])[CH:25]=[C:24]([CH3:29])[C:13]=3[C:14]([C:17]3[CH:22]=[CH:21][C:20]([F:23])=[CH:19][CH:18]=3)=[N:15][CH2:16][C:10]2=[N:9][C:8](=[O:30])[CH:7]=1)(OCC)=O.[I-].[Li+]>N1C=CC=CC=1>[CH3:29][C:24]1[C:13]2[C:14]([C:17]3[CH:22]=[CH:21][C:20]([F:23])=[CH:19][CH:18]=3)=[N:15][CH2:16][C:10]3[N:11]([CH:6]=[CH:7][C:8](=[O:30])[N:9]=3)[C:12]=2[CH:27]=[C:26]([CH3:28])[CH:25]=1 |f:1.2|. Reported procedure: In the manner given in Example 32, 1-carboethoxy-8,10-dimethyl-7-(p-fluorophenyl)pyrimido[1,2-a][1,4]benzodiazepin-3(5H)-one was heated in pyridine with lithium iodide to give 8,10-dimethyl-7-(p-fluorophenyl)pyrimido[1,2-a][1,4]benzodiazepin-3(5H)-one. Starting materials: C(C)(C)(C)OC(=O)N1[C@H]([C@]2(CC(CO2)=C)CCC1)C1=CC=CC=C1 ((6S,5R)-7-(tert-butoxycarbonyl)-3-methylene-6-phenyl-7-aza-1-oxa-spiro[4.5]decane), CO (methanol). Solvent: ClCCl (dichloromethane). Run at time 16 hour. The product is C(C)(C)(C)OC(=O)N1[C@H]([C@]2(CC(CO2)=O)CCC1)C1=CC=CC=C1 ((6S,5R)-7-(tert-Butoxycarbonyl)-3-keto-6-phenyl-7-aza-1-oxa-spiro[4.5]decane). RXN SMILES: [C:1]([O:5][C:6]([N:8]1[CH2:18][CH2:17][CH2:16][C@:10]2([O:14][CH2:13][C:12](=C)[CH2:11]2)[C@@H:9]1[C:19]1[CH:24]=[CH:23][CH:22]=[CH:21][CH:20]=1)=[O:7])([CH3:4])([CH3:3])[CH3:2].C[OH:26]>ClCCl>[C:1]([O:5][C:6]([N:8]1[CH2:18][CH2:17][CH2:16][C@:10]2([O:14][CH2:13][C:12](=[O:26])[CH2:11]2)[C@@H:9]1[C:19]1[CH:20]=[CH:21][CH:22]=[CH:23][CH:24]=1)=[O:7])([CH3:2])([CH3:3])[CH3:4]. Procedure details: Through a cooled (-80° C.) solution of (6S,5R)-7-(tert-butoxycarbonyl)-3-methylene-6-phenyl-7-aza-1-oxa-spiro[4.5]decane (0.665 g; Desc.3) in dichloromethane (5 ml) and methanol (5 ml) was bubbled a mixture of ozone and oxygen for 0.75 hours. After the solution had been purged with nitrogen, dimethyl sulphide (0.5 ml) was added and then stirred under nitrogen at room temperature for 16 hours. The solvent was removed in vacuo and the residue partitioned between ethyl acetate and water. The organi... Procedure details: To a solution of 2-iodoadenosine (0.500 g, 1.27 mmol) in DMF (70 mL) was added tetrakis(triphenylphosphine)palladium (0) (0.220 g, 0.19 mmol) and n-tributyltin cyanide (0.442 g, 1.39 mmol). The mixture was stirred at 120° C. for 20 h under nitrogen. The solvent was then evaporated and the residue was purified on silica gel to give 2-cyanoadenosine in 86% yield. 2-Cyanoadenosine was converted to I by using in sequence the following procedures: Procedure A (60% yield), Procedure B (89% yield), Pro... Yields the product C(#N)C=1N=C(C=2N=CN([C@H]3[C@H](O)[C@H](O)[C@@H](CO)O3)C2N1)N (2-cyanoadenosine). Isolated yield 86.0%. Starting materials: IC=1N=C(C=2N=CN([C@H]3[C@H](O)[C@H](O)[C@@H](CO)O3)C2N1)N (2-iodoadenosine), n-tributyltin cyanide, CN(C)C=O (DMF). Reaction conditions: temperature 120 celsius, time 20 hour. As a reaction SMILES: I[C:2]1[N:3]=[C:4]([NH2:20])[C:5]2[N:6]=[CH:7][N:8]([C:18]=2[N:19]=1)[C@@H:9]1[O:17][C@H:14]([CH2:15][OH:16])[C@@H:12]([OH:13])[C@H:10]1[OH:11].[CH3:21][N:22](C=O)C>C1C=CC([P]([Pd]([P](C2C=CC=CC=2)(C2C=CC=CC=2)C2C=CC=CC=2)([P](C2C=CC=CC=2)(C2C=CC=CC=2)C2C=CC=CC=2)[P](C2C=CC=CC=2)(C2C=CC=CC=2)C2C=CC=CC=2)(C2C=CC=CC=2)C2C=CC=CC=2)=CC=1>[C:21]([C:2]1[N:3]=[C:4]([NH2:20])[C:5]2[N:6]=[CH:7][N:8]([C:18]=2[N:19]=1)[C@@H:9]1[O:17][C@H:14]([CH2:15][OH:16])[C@@H:12]([OH:13])[C@H:10]1[OH:11])#[N:22] |^1:29,31,50,69|. The reagents and catalysts are C=1C=CC(=CC1)[P](C=2C=CC=CC2)(C=3C=CC=CC3)[Pd]([P](C=4C=CC=CC4)(C=5C=CC=CC5)C=6C=CC=CC6)([P](C=7C=CC=CC7)(C=8C=CC=CC8)C=9C=CC=CC9)[P](C=1C=CC=CC1)(C=1C=CC=CC1)C=1C=CC=CC1 (tetrakis(triphenylphosphine)palladium). Starting materials: CC(C(=O)OCC)(C)N1C(=CC2=CC=CC=C12)C (ethyl 2-methyl-2-(2-methyl-1H-indol-1-yl)propanoate), [H-].[Al+3].[Li+].[H-].[H-].[H-] (lithium aluminum hydride). The solvent is O1CCCC1 (tetrahydrofuran), O1CCCC1 (tetrahydrofuran). Reaction conditions: temperature 0 celsius, time 1 hour. The product is CC(CO)(C)N1C(=CC2=CC=CC=C12)C (2-methyl-2-(2-methyl-1H-indol-1-yl)propan-1-ol). Yield: 78.3%. As a reaction SMILES: [CH3:1][C:2]([N:9]1[C:17]2[C:12](=[CH:13][CH:14]=[CH:15][CH:16]=2)[CH:11]=[C:10]1[CH3:18])([CH3:8])[C:3](OCC)=[O:4].[H-].[Al+3].[Li+].[H-].[H-].[H-]>O1CCCC1>[CH3:8][C:2]([N:9]1[C:17]2[C:12](=[CH:13][CH:14]=[CH:15][CH:16]=2)[CH:11]=[C:10]1[CH3:18])([CH3:1])[CH2:3][OH:4] |f:1.2.3.4.5.6|. Reported procedure: To a solution of ethyl 2-methyl-2-(2-methyl-1H-indol-1-yl)propanoate (1.2 g, 4.9 mmol) in anhydrous tetrahydrofuran (10 mL) was added lithium aluminum hydride (1 g, 24.5 mmol) dissolved in anhydrous tetrahydrofuran (5 mL) dropwise between −10° C. and 0° C. After the addition, the mixture was stirred below 0° C. for 1 hour, and then allowed to stir for 3 hours at room temperature. The reaction mixture was cooled down to 0° C., quenched by 10 mL water, and then 10 mL 4N sodium hydroxide. The resul...